From a dataset of the Open Reaction Database (ORD), a public repository of structured organic reaction records. describe an organic reaction: reactants, conditions, products, and yield Reactants: OC=1C(=C2C(CC(OC2=C(C1C)C)(C)COC1=CC=C(CC2C(NC(S2)=O)=O)C=C1)=NO)C (5-[4-(6-hydroxy-4-hydroxyimino-2,5,7,8-tetramethylchroman-2-ylmethoxy)benzyl]-2,4-dioxothiazolidine), Cl (hydrochloric acid), CC(=O)C (acetone), aqueous solution, ferric chloride, FeCl3.6H2O, Cl (hydrochloric acid). Yields the product OC(COC1=CC=C(CC2C(NC(S2)=O)=O)C=C1)(CC(C=1C(C(=C(C(C1C)=O)C)C)=O)=NO)C (5-{4-[2-Hydroxy-4-hydroxyimino-2-methyl-4-(3,5,6-trimethyl-1,4-benzoquinon-2-yl)butoxy]benzyl}-2,4-dioxothiazolidine). RXN SMILES: [OH:1][C:2]1[C:3]([CH3:33])=[C:4]2[C:9](=[C:10]([CH3:13])[C:11]=1[CH3:12])[O:8][C:7]([CH2:15][O:16][C:17]1[CH:30]=[CH:29][C:20]([CH2:21][CH:22]3[S:26][C:25](=[O:27])[NH:24][C:23]3=[O:28])=[CH:19][CH:18]=1)([CH3:14])[CH2:6][C:5]2=[N:31][OH:32].Cl.CC(C)=[O:37]>>[OH:8][C:7]([CH3:14])([CH2:6][C:5](=[N:31][OH:32])[C:4]1[C:9](=[O:37])[C:10]([CH3:13])=[C:11]([CH3:12])[C:2](=[O:1])[C:3]=1[CH3:33])[CH2:15][O:16][C:17]1[CH:18]=[CH:19][C:20]([CH2:21][CH:22]2[S:26][C:25](=[O:27])[NH:24][C:23]2=[O:28])=[CH:29][CH:30]=1. Procedure: The procedure of Example 1 was repeated, but using 2 g of 5-[4-(6-hydroxy-4-hydroxyimino-2,5,7,8-tetramethylchroman-2-ylmethoxy)benzyl]-2,4-dioxothiazolidine, 15 ml of acetone and 5 ml of an aqueous solution of ferric chloride acidified with hydrochloric acid (a mixture of about 65% by weight of FeCl3.6H2O and about 35% by weight of concentrated hydrochloric acid), to afford 0.74 g of the title compound as a yellow powder softening at 80°-85° C.